This data is from the Open Reaction Database (ORD), a public repository of structured organic reaction records. The task is: describe an organic reaction: reactants, conditions, products, and yield The reactants are FC(C(=O)O)(F)F (Trifluoroacetic acid), CC(C(=O)OC(C1=CC=CC=C1)C1=CC=CC=C1)C (2-methylpropanoic acid, diphenylmethyl ester), NC=1SC=C(N1)C(C(=O)N[C@@H]1C(N(C1)C(=O)NS(=O)(=O)NCC=1NC=C(C(C1)=O)O)=O)=NOC(C(=O)OC(C1=CC=CC=C1)C1=CC=CC=C1)(C)C ((3S)-2-[[[1-(2-amino-4-thiazolyl)-2-[[1-[[[[[(1,4-dihydro-5-hydroxy-4-oxo-2-pyridinyl)methyl]amino]sulfonyl]amino]carbonyl] -2-oxo-3-azetidinyl]amino]-2-oxoethylidene]amino]oxy]-2-methylpropanoic acid, diphenylmethyl ester), C1(=CC=CC=C1)C (toluene). The solvent is ClCCl (dichloromethane), C1(=CC=CC=C1)OC (anisole), CC#N.O (CH3CN water). Reaction conditions: temperature 5 celsius, time 45 minute. Yields the product NC=1SC=C(N1)C(C(=O)N[C@@H]1C(N(C1)C(=O)NS(=O)(=O)NCC=1NC=C(C(C1)=O)O)=O)=NOC(C(=O)O)(C)C ((3S)-2-[[[1-(2-Amino-4-thiazolyl)-2-[[1[[[[[(1,4-dihydro-5-hydroxy-4-oxo-2-pyridinyl)methyl]amino]sulfonyl]amino]carbonyl]-2-oxo-3azetidinyl]amino]-2-oxoethylidene]amino]oxy]-2methylpropanoic acid). Yield: 105.8%. Reaction SMILES: FC(F)(F)C(O)=O.CC(C)C(OC(C1C=CC=CC=1)C1C=CC=CC=1)=O.C1(C)C=CC=CC=1.[NH2:34][C:35]1[S:36][CH:37]=[C:38]([C:40](=[N:65][O:66][C:67]([CH3:85])([CH3:84])[C:68]([O:70]C(C2C=CC=CC=2)C2C=CC=CC=2)=[O:69])[C:41]([NH:43][C@H:44]2[CH2:47][N:46]([C:48]([NH:50][S:51]([NH:54][CH2:55][C:56]3[NH:57][CH:58]=[C:59]([OH:63])[C:60](=[O:62])[CH:61]=3)(=[O:53])=[O:52])=[O:49])[C:45]2=[O:64])=[O:42])[N:39]=1>ClCCl.C1(OC)C=CC=CC=1.CC#N.O>[NH2:34][C:35]1[S:36][CH:37]=[C:38]([C:40](=[N:65][O:66][C:67]([CH3:85])([CH3:84])[C:68]([OH:70])=[O:69])[C:41]([NH:43][C@H:44]2[CH2:47][N:46]([C:48]([NH:50][S:51]([NH:54][CH2:55][C:56]3[NH:57][CH:58]=[C:59]([OH:63])[C:60](=[O:62])[CH:61]=3)(=[O:53])=[O:52])=[O:49])[C:45]2=[O:64])=[O:42])[N:39]=1 |f:6.7|. Reported procedure: Trifluoroacetic acid (4.7 ml) was added dropwise to a stirred suspension of (3S)-2-[[1(2-amino-4-thiazolyl)-2-[[1-[[[[[(1,4-dihydro-5-hydroxy-4-oxo-2-pyridinyl)methyl]amino]sulfonyl]amino]carbonyl]-2-oxo-3-azetidinyl]amino]-2-oxoethylidene]amino]oxy]-2-methylpropanoic acid, diphenylmethyl ester (131 mg, 0.113 mmole) in 3 ml of dichloromethane and 0.3 ml anisole at 0° C. After stirring 45 minutes at 5° C., 2 ml of toluene was added and the volatiles were removed in vacuo. The resulting oil was wa...